This data is from the Open Reaction Database (ORD), a public repository of structured organic reaction records. The task is: describe an organic reaction: reactants, conditions, products, and yield Starting materials: CC#N, ClC(Cl)Cl, F, CC(C)(C)[Si](C)(C)OC12C#CC=CC#CC(OC(=O)COc3ccccc3)C(=CCC1)C2=O. Product: O=C(COc1ccccc1)OC1C#CC=CC#CC2(O)CCC=C1C2=O. Reaction SMILES: [CH3:35][C:36]#[N:37].[CH:38]([Cl:39])([Cl:40])[Cl:41].[FH:34].[O:1]([c:2]1[cH:3][cH:4][cH:5][cH:6][cH:7]1)[CH2:8][C:9](=[O:10])[O:11][CH:12]1[C:13]#[C:14][CH:15]=[CH:16][C:17]#[C:18][C:19]2([O:26][Si:27]([C:28]([CH3:29])([CH3:30])[CH3:31])([CH3:32])[CH3:33])[CH2:20][CH2:21][CH:22]=[C:23]1[C:24]2=[O:25]>>[O:1]([c:2]1[cH:3][cH:4][cH:5][cH:6][cH:7]1)[CH2:8][C:9](=[O:10])[O:11][CH:12]1[C:13]#[C:14][CH:15]=[CH:16][C:17]#[C:18][C:19]2([OH:26])[CH2:20][CH2:21][CH:22]=[C:23]1[C:24]2=[O:25].